This data is from the Open Reaction Database (ORD), a public repository of structured organic reaction records. The task is: describe an organic reaction: reactants, conditions, products, and yield Starting materials: ClCCCN=C=O (chloro propyl isocyanate), COC(=O)C1(NC(C=2NC3=CC=C(C=C3C2C1)OC(F)F)C1=CC(=CC=C1)O)C ((1RS,3SR)-6-(1,1-difluoro-methoxy)-1-(3-hydroxy-phenyl)-3-methyl-2,3,4,9-tetrahydro-1H-beta-carboline-3-carboxylic acid methyl ester). The product is ClCCCN1C(C2(N(C(C=3NC4=CC=C(C=C4C3C2)OC(F)F)C2=CC(=CC=C2)O)C1=O)C)=O ((3aSR,10RS)-2-(3-Chloro-propyl)-6-(1,1-difluoro-methoxy)-10-(3-hydroxy-phenyl)-3a-methyl-3a,4,9,10-tetrahydro-2,9,10a-triaza-cyclopenta[b]fluorene-1,3-dione). As a reaction SMILES: [Cl:1][CH2:2][CH2:3][CH2:4][N:5]=[C:6]=[O:7].CO[C:10]([C:12]1([CH3:36])[CH2:24][C:23]2[C:22]3[C:17](=[CH:18][CH:19]=[C:20]([O:25][CH:26]([F:28])[F:27])[CH:21]=3)[NH:16][C:15]=2[CH:14]([C:29]2[CH:34]=[CH:33][CH:32]=[C:31]([OH:35])[CH:30]=2)[NH:13]1)=[O:11]>>[Cl:1][CH2:2][CH2:3][CH2:4][N:5]1[C:6](=[O:7])[N:13]2[CH:14]([C:29]3[CH:34]=[CH:33][CH:32]=[C:31]([OH:35])[CH:30]=3)[C:15]3[NH:16][C:17]4[C:22]([C:23]=3[CH2:24][C:12]2([CH3:36])[C:10]1=[O:11])=[CH:21][C:20]([O:25][CH:26]([F:28])[F:27])=[CH:19][CH:18]=4. Procedure details: The title compound is prepared analogously to the procedure described for example 22, using chloro propyl isocyanate and (1RS,3SR)-6-(1,1-difluoro-methoxy)-1-(3-hydroxy-phenyl)-3-methyl-2,3,4,9-tetrahydro-1H-beta-carboline-3-carboxylic acid methyl ester. MS: m/z (MH+)=490.0 Starting materials: OCC(CO)(CBr)CBr, COC(C)(C)OC, CC(C)=O. The product is CC1(C)OCC(CBr)(CBr)CO1. Reaction SMILES: [Br:1][CH2:2][C:3]([CH2:4][OH:5])([CH2:6][OH:7])[CH2:8][Br:9].[CH3:10][O:11][C:12]([CH3:13])([CH3:14])[O:15][CH3:16].[CH3:17][C:18]([CH3:19])=[O:20]>>[Br:1][CH2:2][C:3]1([CH2:8][Br:9])[CH2:4][O:5][C:12]([CH3:13])([CH3:14])[O:7][CH2:6]1. Reactants: O (water), [H-].[Al+3].[Li+].[H-].[H-].[H-] (lithium aluminum hydride), C(C1=CC=CC=C1)OCCN1C=CC=2C(=CC=CC12)C(=O)OC (Methyl 1-(2-benzyloxyethyl)-1H-indol-4-carboxylate). The solvent is C(C)OCC (diethyl ether), C(C)OCC (diethyl ether). Reaction conditions: time 10 minute. The product is C(C1=CC=CC=C1)OCCN1C=CC=2C(=CC=CC12)C=O (1-(2-Benzyloxyethyl)-1H-indol-4-aldehyde). The yield is 46.1%. RXN SMILES: [CH2:1]([O:8][CH2:9][CH2:10][N:11]1[C:19]2[CH:18]=[CH:17][CH:16]=[C:15]([C:20](OC)=[O:21])[C:14]=2[CH:13]=[CH:12]1)[C:2]1[CH:7]=[CH:6][CH:5]=[CH:4][CH:3]=1.[H-].[Al+3].[Li+].[H-].[H-].[H-].O>C(OCC)C>[CH2:1]([O:8][CH2:9][CH2:10][N:11]1[C:19]2[CH:18]=[CH:17][CH:16]=[C:15]([CH:20]=[O:21])[C:14]=2[CH:13]=[CH:12]1)[C:2]1[CH:7]=[CH:6][CH:5]=[CH:4][CH:3]=1 |f:1.2.3.4.5.6|. Procedure details: 3.6 g of Methyl 1-(2-benzyloxyethyl)-1H-indol-4-carboxylate was dissolved in 40 ml of diethyl ether, and 0.44 g of lithium aluminum hydride was added under ice-cooling. After stirring at room temperature for 10 minutes, the reaction solution was cooled with ice, and diethyl ether and water were added. When the insoluble substances adhered to and solidified on the wall of the flask, the reaction solution was dried over anhydrous magnesium sulfate, then the solvent was evaporated. The residue was ... The reactants are C(C)(C)(C)OC(=O)N1C(CC(C1)OC1=CC(=NC2=C(C(=CC=C12)OC)Cl)C=1SC=C(N1)C(C)C)C(NC1(C(C1)C=C)C(=O)OCC)=O (4-[8-chloro-2-(4-isopropylthiazol-2-yl)-7-methoxyquinolin-4-yloxy]-2-(1-ethoxycarbonyl-2-vinylcyclopropylcarbamoyl)pyrrolidine-1-carboxylic acid tert-butyl ester), FC(C(=O)O)(F)F (trifluoroacetic acid). Run in C(Cl)Cl (CH2Cl2). Run at time 2 hour. The product is C(C)OC(=O)C1(C(C1)C=C)NC(=O)C1NCC(C1)OC1=CC(=NC2=C(C(=CC=C12)OC)Cl)C=1SC=C(N1)C(C)C (1-[[4-[8-chloro-2-(4-isopropylthiazol-2-yl)-7-methoxyquinolin-4-yloxy]pyrrolidine-2-carbonyl]amino]-2-vinylcyclopropanecarboxylic acid ethyl ester). The yield is 97.2%. Reaction SMILES: C(OC([N:8]1[CH2:12][CH:11]([O:13][C:14]2[C:23]3[C:18](=[C:19]([Cl:26])[C:20]([O:24][CH3:25])=[CH:21][CH:22]=3)[N:17]=[C:16]([C:27]3[S:28][CH:29]=[C:30]([CH:32]([CH3:34])[CH3:33])[N:31]=3)[CH:15]=2)[CH2:10][CH:9]1[C:35](=[O:47])[NH:36][C:37]1([C:42]([O:44][CH2:45][CH3:46])=[O:43])[CH2:39][CH:38]1[CH:40]=[CH2:41])=O)(C)(C)C.FC(F)(F)C(O)=O>C(Cl)Cl>[CH2:45]([O:44][C:42]([C:37]1([NH:36][C:35]([CH:9]2[CH2:10][CH:11]([O:13][C:14]3[C:23]4[C:18](=[C:19]([Cl:26])[C:20]([O:24][CH3:25])=[CH:21][CH:22]=4)[N:17]=[C:16]([C:27]4[S:28][CH:29]=[C:30]([CH:32]([CH3:33])[CH3:34])[N:31]=4)[CH:15]=3)[CH2:12][NH:8]2)=[O:47])[CH2:39][CH:38]1[CH:40]=[CH2:41])=[O:43])[CH3:46]. Procedure: To a stirred solution of 4-[8-chloro-2-(4-isopropylthiazol-2-yl)-7-methoxyquinolin-4-yloxy]-2-(1-ethoxycarbonyl-2-vinylcyclopropylcarbamoyl)pyrrolidine-1-carboxylic acid tert-butyl ester (49, 0.7 g, 1.02 mmol) in CH2Cl2 (8 mL) was added trifluoroacetic acid (2.0 mL). After 2 h at room temperature, the reaction mixture was concentrated and the residue was partitioned between a saturated solution of NaHCO3 and DCM. The organic layer was dried (MgSO4) filtered and concentrated to give 580 mg (97%) ... Reactants: C(C)NC1=C(C=C(C(=C1)OC)OC)[C@H]1CC=2C=CC(=CC2CC1)OC(C(C)(C)C)=O (pivalic acid (R)-6-(2-ethylamino-4,5-dimethoxyphenyl)-5,6,7,8-tetrahydronaphthalen-2-yl ester), C(C)(C)(C)OC(NC(COC1=C(C=C(C=C1)C=O)F)(C)C)=O (tert-butyl[2-(2-fluoro-4-formylphenoxy)-1,1-dimethylethyl]carbamate). The product is NC(COC1=C(C=C(CCCNC2=C(C=C(C(=C2)OC)OC)[C@H]2CC=3C=CC(=CC3CC2)O)C=C1)F)(C)C ((R)-6-{2-{[4-(2-Amino-2-methylpropoxy)-3-fluorobenzyl]ethylamino}-4,5-dimethoxyphenyl}-5,6,7,8-tetrahydronaphthalen-2-ol). Isolated yield 51.2%. Reaction SMILES: [CH2:1]([NH:3][C:4]1[CH:9]=[C:8]([O:10][CH3:11])[C:7]([O:12][CH3:13])=[CH:6][C:5]=1[C@@H:14]1[CH2:23][CH2:22][C:21]2[CH:20]=[C:19]([O:24]C(=O)C(C)(C)C)[CH:18]=[CH:17][C:16]=2[CH2:15]1)[CH3:2].C(OC(=O)[NH:37][C:38]([CH3:51])([CH3:50])[CH2:39][O:40][C:41]1[CH:46]=[CH:45][C:44]([CH:47]=O)=[CH:43][C:42]=1[F:49])(C)(C)C>>[NH2:37][C:38]([CH3:51])([CH3:50])[CH2:39][O:40][C:41]1[CH:46]=[CH:45][C:44]([CH2:47][CH2:2][CH2:1][NH:3][C:4]2[CH:9]=[C:8]([O:10][CH3:11])[C:7]([O:12][CH3:13])=[CH:6][C:5]=2[C@@H:14]2[CH2:23][CH2:22][C:21]3[CH:20]=[C:19]([OH:24])[CH:18]=[CH:17][C:16]=3[CH2:15]2)=[CH:43][C:42]=1[F:49]. Procedure details: Synthesized from pivalic acid (R)-6-(2-ethylamino-4,5-dimethoxyphenyl)-5,6,7,8-tetrahydronaphthalen-2-yl ester (20 mg) and tert-butyl[2-(2-fluoro-4-formylphenoxy)-1,1-dimethylethyl]carbamate (72 mg) according to an analogous synthetic method to Example 238 and purified by LC-MS, the title compound (13 mg) was obtained.